This data is from the Open Reaction Database (ORD), a public repository of structured organic reaction records. The task is: describe an organic reaction: reactants, conditions, products, and yield The reactants are C(C1=CC=CC=C1)Cl (Benzyl chloride), C([O-])([O-])=O.[Na+].[Na+] (sodium carbonate), N1CCC(CC1)CC(C(=O)OCC)C(=O)OCC (diethyl (4-piperidylmethyl)malonate). Solvent: C(C)(=O)O (acetic acid). Conditions: temperature 62.5 celsius, time 12 hour. The product is C(C1=CC=CC=C1)N1CCC(CC1)CC(C(=O)OCC)C(=O)OCC (diethyl (N-benzyl-4-piperidylmethyl)malonate). Reaction SMILES: [CH2:1](Cl)[C:2]1[CH:7]=[CH:6][CH:5]=[CH:4][CH:3]=1.C(=O)([O-])[O-].[Na+].[Na+].[NH:15]1[CH2:20][CH2:19][CH:18]([CH2:21][CH:22]([C:28]([O:30][CH2:31][CH3:32])=[O:29])[C:23]([O:25][CH2:26][CH3:27])=[O:24])[CH2:17][CH2:16]1>C(O)(=O)C>[CH2:1]([N:15]1[CH2:16][CH2:17][CH:18]([CH2:21][CH:22]([C:23]([O:25][CH2:26][CH3:27])=[O:24])[C:28]([O:30][CH2:31][CH3:32])=[O:29])[CH2:19][CH2:20]1)[C:2]1[CH:7]=[CH:6][CH:5]=[CH:4][CH:3]=1 |f:1.2.3|. Procedure details: Benzyl chloride (54.4 g) and sodium carbonate (149.4 g) were added to the solution of the acetic acid salt of diethyl (4-piperidylmethyl)malonate [XXIXb] from the previous step. The obtained slurry was stirred for 12 hours at 60-65° C. and evaporated under reduced pressure. Water was added to the residue and the obtained mixture was extracted with dichloromethane. The organic layer was washed with water, dried over sodium sulfate, passed through short silica gel column and evaporated under reduc...